From a dataset of the Open Reaction Database (ORD), a public repository of structured organic reaction records. describe an organic reaction: reactants, conditions, products, and yield Reactants: O=C(O)C=Cc1c(N2CCCC(O)C2)nc2cc(C(=O)Nc3nc(C4CCC4)cs3)ccn2c1=O, COC(=O)C=Cc1c(N2CCN(C)CC2)nc2cc(C(=O)Nc3nc(C4CCC4)cs3)ccn2c1=O. Product: CN1CCN(c2nc3cc(C(=O)Nc4nc(C5CCC5)cs4)ccn3c(=O)c2C=CC(=O)O)CC1. RXN SMILES: [CH:1]1([c:2]2[n:3][c:4]([NH:5][C:6]([c:7]3[cH:8][cH:9][n:10]4[c:11](=[O:12])[c:13]([CH:14]=[CH:15][C:16]([OH:17])=[O:18])[c:19]([N:20]5[CH2:21][CH2:22][CH2:23][CH:24]([OH:25])[CH2:26]5)[n:27][c:28]4[cH:29]3)=[O:30])[s:31][cH:32]2)[CH2:33][CH2:34][CH2:35]1.[CH:36]1([c:40]2[n:41][c:42]([NH:45][C:46](=[O:47])[c:48]3[cH:49][c:50]4[n:51]([c:52](=[O:69])[c:53]([CH:63]=[CH:64][C:65](=[O:66])[O:67][CH3:68])[c:54]([N:56]5[CH2:57][CH2:58][N:59]([CH3:62])[CH2:60][CH2:61]5)[n:55]4)[cH:70][cH:71]3)[s:43][cH:44]2)[CH2:37][CH2:38][CH2:39]1>>[CH:36]1([c:40]2[n:41][c:42]([NH:45][C:46](=[O:47])[c:48]3[cH:49][c:50]4[n:51]([c:52](=[O:69])[c:53]([CH:63]=[CH:64][C:65](=[O:66])[OH:67])[c:54]([N:56]5[CH2:57][CH2:58][N:59]([CH3:62])[CH2:60][CH2:61]5)[n:55]4)[cH:70][cH:71]3)[s:43][cH:44]2)[CH2:37][CH2:38][CH2:39]1. Starting materials: [Al+3], O=C1c2ccc(Oc3cccc(Cl)c3)nc2OCCN1Cc1ccccc1, [Cl-], [H-], [H-], [H-], [H-], [Li+], [NH4+], [Na+], [OH-], O. The product is Clc1cccc(Oc2ccc3c(n2)OCCN(Cc2ccccc2)C3)c1. As a reaction SMILES: [Al+3:2].[CH2:7]([c:8]1[cH:9][cH:10][cH:11][cH:12][cH:13]1)[N:14]1[CH2:15][CH2:16][O:17][c:18]2[c:19]([cH:22][cH:23][c:24]([O:26][c:27]3[cH:28][c:29]([Cl:33])[cH:30][cH:31][cH:32]3)[n:25]2)[C:20]1=[O:21].[Cl-:36].[H-:1].[H-:4].[H-:5].[H-:6].[Li+:3].[NH4+:37].[Na+:35].[OH-:34].[OH2:38]>>[CH2:7]([c:8]1[cH:9][cH:10][cH:11][cH:12][cH:13]1)[N:14]1[CH2:15][CH2:16][O:17][c:18]2[c:19]([cH:22][cH:23][c:24]([O:26][c:27]3[cH:28][c:29]([Cl:33])[cH:30][cH:31][cH:32]3)[n:25]2)[CH2:20]1.